This data is from the Open Reaction Database (ORD), a public repository of structured organic reaction records. The task is: describe an organic reaction: reactants, conditions, products, and yield Starting materials: C(C)(CC)SC1=NC=CC=C1CCl (2-sec-Butylsulfanyl-3-chloromethyl-pyridine), C(C)OC(CCC1=CC(=C(C(=C1)F)O)F)=O (3-(3,5-difluoro-4-hydroxy-phenyl)-propionic acid ethyl ester). Product: C(C)OC(CCC1=CC(=C(C(=C1)F)OCC=1C(=NC=CC1)SC(C)CC)F)=O (3-[4-(2-sec-butylsulfanyl-pyridin-3-ylmethoxy)-3,5-difluoro-phenyl]-propionic acid ethyl ester). Isolated yield 65.0%. Reaction SMILES: [CH:1]([S:5][C:6]1[C:11]([CH2:12]Cl)=[CH:10][CH:9]=[CH:8][N:7]=1)([CH2:3][CH3:4])[CH3:2].[CH2:14]([O:16][C:17](=[O:29])[CH2:18][CH2:19][C:20]1[CH:25]=[C:24]([F:26])[C:23]([OH:27])=[C:22]([F:28])[CH:21]=1)[CH3:15]>>[CH2:14]([O:16][C:17](=[O:29])[CH2:18][CH2:19][C:20]1[CH:25]=[C:24]([F:26])[C:23]([O:27][CH2:12][C:11]2[C:6]([S:5][CH:1]([CH2:3][CH3:4])[CH3:2])=[N:7][CH:8]=[CH:9][CH:10]=2)=[C:22]([F:28])[CH:21]=1)[CH3:15]. Reported procedure: 2-sec-Butylsulfanyl-3-chloromethyl-pyridine (0.06 g, 0.27 mmol) obtained in Step C of Preparation Example 33 and 3-(3,5-difluoro-4-hydroxy-phenyl)-propionic acid ethyl ester obtained in Step D of Preparation Example 2 were reacted in the same manner as in Step A of Example 1 to obtain the title compound (0.074 g, 65%).